From a dataset of the Open Reaction Database (ORD), a public repository of structured organic reaction records. describe an organic reaction: reactants, conditions, products, and yield The reactants are C(C)[Si](OC1(C=CC(C=C1)=O)C(F)(F)F)(CC)CC (4-triethylsiloxy-4-trifluoromethyl-2,5-cyclohexadien-1-one), Cl.NCC(=O)OCC (ethyl glycinate hydrochloride), C([O-])(O)=O.[Na+] (sodium bicarbonate), C(C)O (ethanol). Solvent: O (water). Yields the product FC(C1=CC=C(N)C=C1)(F)F (4-trifluoromethylaniline). Yield: 70.9%. As a reaction SMILES: C([Si](CC)(CC)O[C:5]1([C:12]([F:15])([F:14])[F:13])[CH:10]=[CH:9][C:8](=O)[CH:7]=[CH:6]1)C.Cl.[NH2:21]CC(OCC)=O.C(=O)(O)[O-].[Na+].C(O)C>O>[F:13][C:12]([F:15])([F:14])[C:5]1[CH:10]=[CH:9][C:8]([NH2:21])=[CH:7][CH:6]=1 |f:1.2,3.4|. Procedure details: A mixture of 400 mg (1.4 mmol) of 4-triethylsiloxy-4-trifluoromethyl-2,5-cyclohexadien-1-one, 572 mg (4.2 mmol) of ethyl glycinate hydrochloride, 298 mg (3.6 mmol) of sodium bicarbonate, and 10 mL of 95% ethanol was heated to reflux for 6 hours, allowed to cool to room temperature, and poured into 25 mL of water. The resulting aqueous mixture was extracted with three 10 mL portions of dichloromethane. The organic layers were combined and extracted with six 5 mL portions of 1N HCl. Combination of... Reactants: ClC1=CC=C(C=C1)[C@@H]1N=C(N([C@@H]1C1=CC=C(C=C1)Cl)C(=O)Cl)C1=C(C=C(C=C1)OC)OC(C)C ((4S,5R)-4,5-bis-(4-chloro-phenyl)-2-(2-isopropoxy-4-methoxy-phenyl)-4,5-dihydro-imidazole-1-carbonyl chloride), CN(C(CN1CCNCC1)=O)C (N,N-dimethyl-2-piperazin-1-yl-acetamide). Product: ClC1=CC=C(C=C1)[C@@H]1N=C(N([C@@H]1C1=CC=C(C=C1)Cl)C(=O)N1CCN(CC1)CC(=O)N(C)C)C1=C(C=C(C=C1)OC)OC(C)C (2-{4-[(4S,5R)-4,5-Bis-(4-chloro-phenyl)-2-(2-isopropoxy-4-methoxy-phenyl)-4,5-dihydro-imidazole-1-carbonyl]-piperazin-1-yl}-N,N-dimethyl-acetamide). RXN SMILES: [Cl:1][C:2]1[CH:7]=[CH:6][C:5]([C@H:8]2[C@@H:12]([C:13]3[CH:18]=[CH:17][C:16]([Cl:19])=[CH:15][CH:14]=3)[N:11]([C:20](Cl)=[O:21])[C:10]([C:23]3[CH:28]=[CH:27][C:26]([O:29][CH3:30])=[CH:25][C:24]=3[O:31][CH:32]([CH3:34])[CH3:33])=[N:9]2)=[CH:4][CH:3]=1.[CH3:35][N:36]([CH3:46])[C:37](=[O:45])[CH2:38][N:39]1[CH2:44][CH2:43][NH:42][CH2:41][CH2:40]1>>[Cl:1][C:2]1[CH:3]=[CH:4][C:5]([C@H:8]2[C@@H:12]([C:13]3[CH:18]=[CH:17][C:16]([Cl:19])=[CH:15][CH:14]=3)[N:11]([C:20]([N:42]3[CH2:41][CH2:40][N:39]([CH2:38][C:37]([N:36]([CH3:46])[CH3:35])=[O:45])[CH2:44][CH2:43]3)=[O:21])[C:10]([C:23]3[CH:28]=[CH:27][C:26]([O:29][CH3:30])=[CH:25][C:24]=3[O:31][CH:32]([CH3:33])[CH3:34])=[N:9]2)=[CH:6][CH:7]=1. Reported procedure: 2-{4-[(4S,5R)-4,5-Bis-(4-chloro-phenyl)-2-(2-isopropoxy-4-methoxy-phenyl)-4,5-dihydro-imidazole-1-carbonyl]-piperazin-1-yl}-N,N-dimethyl-acetamide was prepared from (4S,5R)-4,5-bis-(4-chloro-phenyl)-2-(2-isopropoxy-4-methoxy-phenyl)-4,5-dihydro-imidazole-1-carbonyl chloride (example 6) and N,N-dimethyl-2-piperazin-1-yl-acetamide (Oakwood Chemicals) in an analogous manner as described in example 8. LR-MS: 652.3 [(M+H)+]. Reactants: NC(CO)CO (2-Amino-1,3-propanediol), O=S(Cl)Cl (SOCl2), CC1=C(C=CC(=C1)[N+](=O)[O-])N=C=S (2-methyl-4-nitrophenyl isothiocyanate). Product: CC1=C(C=CC(=C1)[N+](=O)[O-])N=C1SCC(N1)CCl (2-(2-methyl-4-nitrophenylimino)-4-(chloromethyl)-1,3-thiazolidine). RXN SMILES: [NH2:1][CH:2]([CH2:5]O)[CH2:3]O.O=S(Cl)[Cl:9].[CH3:11][C:12]1[CH:17]=[C:16]([N+:18]([O-:20])=[O:19])[CH:15]=[CH:14][C:13]=1[N:21]=[C:22]=[S:23]>>[CH3:11][C:12]1[CH:17]=[C:16]([N+:18]([O-:20])=[O:19])[CH:15]=[CH:14][C:13]=1[N:21]=[C:22]1[NH:1][CH:2]([CH2:5][Cl:9])[CH2:3][S:23]1. Procedure: 2-Amino-1,3-propanediol was reacted with excess SOCl2 followed by 2-methyl-4-nitrophenyl isothiocyanate according to Method C2a to give 2-(2-methyl-4-nitrophenylimino)-4-(chloromethyl)-1,3-thiazolidine. The thiazolidine was reacted with N-methylamine according to Method D13a to give 2-(2-methyl-4-nitrophenylimino)-4-(N-methylaminomethyl)-1,3-thiazolidine, which was reacted with isobutyl bromide according to Method D2a to afford 2-(2-methyl-4-nitrophenylimino)-3-isobutyl-4-(N-isobutyl-N-methylami... Reactants: CC(C)(C)[O-], CN1CCCN(C)C1=O, Clc1ccncc1, Cl, [K+], Nc1ccc(O)cc1, CN(C)C=O, O. Yields the product Nc1ccc(Oc2ccncc2)cc1. As a reaction SMILES: [CH3:17][C:18]([CH3:19])([O-:20])[CH3:21].[CH3:24][N:25]1[CH2:26][CH2:27][CH2:28][N:29]([CH3:30])[C:31]1=[O:32].[Cl:10][c:11]1[cH:12][cH:13][n:14][cH:15][cH:16]1.[ClH:9].[K+:22].[NH2:1][c:2]1[cH:3][cH:4][c:5]([OH:6])[cH:7][cH:8]1.[O:33]=[CH:34][N:35]([CH3:36])[CH3:37].[OH2:23]>>[NH2:1][c:2]1[cH:3][cH:4][c:5]([O:6][c:11]2[cH:12][cH:13][n:14][cH:15][cH:16]2)[cH:7][cH:8]1. Solvent: C(C)(=O)O (acetic acid). Starting materials: N\C(=C\1/C(C2=C(S1)C=CC=C2)=O)\C2=CC=CC=C2 ((E)-2-[(amino)-phenylmethylene]-benzo[b]thiophen-3(2H)-one), OO (hydrogen peroxide), S(=O)([O-])[O-].[Na+].[Na+] (sodium sulfite). RXN SMILES: [NH2:1]/[C:2](/[C:13]1[CH:18]=[CH:17][CH:16]=[CH:15][CH:14]=1)=[C:3]1\[C:4](=[O:12])[C:5]2[CH:11]=[CH:10][CH:9]=[CH:8][C:6]=2[S:7]\1.OO.S([O-])([O-])=[O:22].[Na+].[Na+]>C(O)(=O)C>[NH2:1]/[C:2](/[C:13]1[CH:18]=[CH:17][CH:16]=[CH:15][CH:14]=1)=[C:3]1\[C:4](=[O:12])[C:5]2[CH:11]=[CH:10][CH:9]=[CH:8][C:6]=2[S:7]\1=[O:22] |f:2.3.4|. Procedure: A mixture of 30.0 gm (0.118 mol) of (E)-2-[(amino)-phenylmethylene]-benzo[b]thiophen-3(2H)-one, 200 ml of glacial acetic acid and 13.5 gm (0.119 mol) of an aqueous 30% hydrogen peroxide solution was heated at 50° C. for four hours while stirring, and was then allowed to stand overnight at room temperature. After the addition of 100 ml of a 10% sodium sulfite solution, the solvent was largely distilled off in vacuo, and the residue was mixed with 300 ml of water. The solid precipitated thereby wa... Reaction conditions: temperature 50 celsius, time 8 hour. Yields the product N\C(=C\1/C(C2=C(S1=O)C=CC=C2)=O)\C2=CC=CC=C2 ((E)-2-[(Amino)phenylmethylene]-benzo[b]thiophen-3(2H)-one-1-oxide). Starting materials: CN(C)Cc1ccccc1Br, COB(OC)OC, [Li]CCCC, C1CCOC1. The product is COB(OC)c1ccccc1CN(C)C. RXN SMILES: [Br:1][c:2]1[c:3]([CH2:4][N:5]([CH3:6])[CH3:7])[cH:8][cH:9][cH:10][cH:11]1.[CH3:17][O:18][B:19]([O:20][CH3:21])[O:22][CH3:23].[Li:12][CH2:13][CH2:14][CH2:15][CH3:16].[O:24]1[CH2:25][CH2:26][CH2:27][CH2:28]1>>[c:2]1([B:19]([O:18][CH3:17])[O:20][CH3:21])[c:3]([CH2:4][N:5]([CH3:6])[CH3:7])[cH:8][cH:9][cH:10][cH:11]1.